Dataset: the Open Reaction Database (ORD), a public repository of structured organic reaction records. Task: describe an organic reaction: reactants, conditions, products, and yield The reactants are resultant mixture, [OH-].[Na+] (NaOH), C(C)OC(C(CC1=CC=C(C=C1)OCCC=1N=C(OC1C)C1CCCCC1)(OC1=CC(=CC=C1)C1=CSC=C1)C)=O (3-{4-[2-(2-Cyclohexyl-5-methyl-oxazol-4-yl)-ethoxy]-phenyl}-2-methyl-2-(3-thiophen-3-yl-phenoxy)-propionic acid ethyl ester), C(C)OC(C(CC1=CC=C(C=C1)OCCC=1N=C(OC1C)C1CCCCC1)(OC1=CC=CC=C1)C)=O (3-{4-[2-(2-Cyclohexyl-5-methyl-oxazol-4-yl)-ethoxy-]-phenyl}-2-methyl-2-phenoxy-propionic acid ethyl ester). The solvent is C(C)O (ethanol). Product: C1(CCCCC1)C=1OC(=C(N1)CCOC1=CC=C(C=C1)CC(C(=O)O)(OC1=CC(=CC=C1)C1=CSC=C1)C)C (3-{4-[2-(2-Cyclohexyl-5-methyl-oxazol-4-yl)-ethoxy]-phenyl}-2-methyl-2-(3-thiophen-3-yl-phenoxy)-propionic acid). RXN SMILES: [OH-].[Na+].C([O:5][C:6](=[O:43])[C:7]([CH3:42])([O:30][C:31]1[CH:36]=[CH:35][CH:34]=[C:33]([C:37]2[CH:41]=[CH:40][S:39][CH:38]=2)[CH:32]=1)[CH2:8][C:9]1[CH:14]=[CH:13][C:12]([O:15][CH2:16][CH2:17][C:18]2[N:19]=[C:20]([CH:24]3[CH2:29][CH2:28][CH2:27][CH2:26][CH2:25]3)[O:21][C:22]=2[CH3:23])=[CH:11][CH:10]=1)C.C(OC(=O)C(C)(OC1C=CC=CC=1)CC1C=CC(OCCC2N=C(C3CCCCC3)OC=2C)=CC=1)C>C(O)C>[CH:24]1([C:20]2[O:21][C:22]([CH3:23])=[C:18]([CH2:17][CH2:16][O:15][C:12]3[CH:11]=[CH:10][C:9]([CH2:8][C:7]([CH3:42])([O:30][C:31]4[CH:36]=[CH:35][CH:34]=[C:33]([C:37]5[CH:41]=[CH:40][S:39][CH:38]=5)[CH:32]=4)[C:6]([OH:43])=[O:5])=[CH:14][CH:13]=3)[N:19]=2)[CH2:29][CH2:28][CH2:27][CH2:26][CH2:25]1 |f:0.1|. Reported procedure: 5N NaOH (0.5 mL) was added to a solution of 3-{4-[2-(2-Cyclohexyl-5-methyl-oxazol-4-yl)-ethoxy]-phenyl}-2-methyl-2-(3-thiophen-3-yl-phenoxy)-propionic acid ethyl ester and 3-{4-[2-(2-Cyclohexyl-5-methyl-oxazol-4-yl)-ethoxy-]-phenyl}-2-methyl-2-phenoxy-propionic acid ethyl ester in ethanol (4 mL). The resultant mixture was refluxed under an atmosphere of nitrogen for 2 h, then cooled to ambient temperature. The reaction mixture was concentrated in vacuo, diluted with 1N HCl, and extracted with CH...